From a dataset of the Open Reaction Database (ORD), a public repository of structured organic reaction records. describe an organic reaction: reactants, conditions, products, and yield The reactants are CCO, Cl, O=C(NCCN1CCCCC1)c1nc(NCC(c2ccccc2)c2ccccc2)c2ncn(C3CCCCO3)c2n1. Product: O=C(NCCN1CCCCC1)c1nc(NCC(c2ccccc2)c2ccccc2)c2nc[nH]c2n1. As a reaction SMILES: [CH3:43][CH2:44][OH:45].[ClH:42].[c:1]1([CH:7]([CH2:8][NH:9][c:10]2[c:11]3[n:12][cH:13][n:14]([CH:30]4[CH2:31][CH2:32][CH2:33][CH2:34][O:35]4)[c:15]3[n:16][c:17]([C:19](=[O:20])[NH:21][CH2:22][CH2:23][N:24]3[CH2:25][CH2:26][CH2:27][CH2:28][CH2:29]3)[n:18]2)[c:36]2[cH:37][cH:38][cH:39][cH:40][cH:41]2)[cH:2][cH:3][cH:4][cH:5][cH:6]1>>[c:1]1([CH:7]([CH2:8][NH:9][c:10]2[c:11]3[n:12][cH:13][nH:14][c:15]3[n:16][c:17]([C:19](=[O:20])[NH:21][CH2:22][CH2:23][N:24]3[CH2:25][CH2:26][CH2:27][CH2:28][CH2:29]3)[n:18]2)[c:36]2[cH:37][cH:38][cH:39][cH:40][cH:41]2)[cH:2][cH:3][cH:4][cH:5][cH:6]1.